Dataset: the Open Reaction Database (ORD), a public repository of structured organic reaction records. Task: describe an organic reaction: reactants, conditions, products, and yield Reactants: OC=1C=C2C(=C(N(C2=CC1)CC1=CC=CC=C1)C)CC(=O)O (5-hydroxy-2-methyl-1-(phenylmethyl)-1H-indole-3-acetic acid), [H-].[Na+] (NaH), Cl (HCl), BrCC(=O)OCC (ethyl 2-bromoacetate). The solvent is C1CCOC1 (THF), CS(=O)C (DMSO). Reaction conditions: time 0.5 hour. The product is C(=O)(OCC)COC=1C=C2C(=C(N(C2=CC1)CC1=CC=CC=C1)C)CC(=O)O (5-(carbethoxymethoxy)-2-methyl-1-(phenylmethyl)-1H-indole-3-acetic acid). The yield is 77.3%. As a reaction SMILES: [OH:1][C:2]1[CH:3]=[C:4]2[C:8](=[CH:9][CH:10]=1)[N:7]([CH2:11][C:12]1[CH:17]=[CH:16][CH:15]=[CH:14][CH:13]=1)[C:6]([CH3:18])=[C:5]2[CH2:19][C:20]([OH:22])=[O:21].[H-].[Na+].Br[CH2:26][C:27]([O:29][CH2:30][CH3:31])=[O:28].Cl>C1COCC1.CS(C)=O>[C:27]([CH2:26][O:1][C:2]1[CH:3]=[C:4]2[C:8](=[CH:9][CH:10]=1)[N:7]([CH2:11][C:12]1[CH:17]=[CH:16][CH:15]=[CH:14][CH:13]=1)[C:6]([CH3:18])=[C:5]2[CH2:19][C:20]([OH:22])=[O:21])([O:29][CH2:30][CH3:31])=[O:28] |f:1.2|. Procedure: A solution of 590 mg (2.0 mmol) of 5-hydroxy-2-methyl-1-(phenylmethyl)-1H-indole-3-acetic acid (Example 2, Part C) in 30 mL of THF and 10 mL of DMSO was treated with 180 mg (4.5 mmol) of 60% NaH/mineral oil and after 10 minutes, 0.25 mL (2.25 mmol) of ethyl 2-bromoacetate was added. The mixture was stirred for 0.5 hour, acidified with 1N HCl and extracted with EtOAc. The EtOAc solution was washed with water, saturated NaCl solution, dried (Na2SO4) and concentrated at reduced pressure. After chro...